describe an organic reaction: reactants, conditions, products, and yield From a dataset of the Open Reaction Database (ORD), a public repository of structured organic reaction records. The reactants are CC(C)N(NC(=O)c1ccccc1)C(=O)CCc1ccccc1Br, O=C([O-])[O-], COCCOC, COc1ccc(C(C)C)cc1B(O)O, [Na+], [Na+]. Yields the product COc1ccc(C(C)C)cc1-c1ccccc1CCC(=O)N(NC(=O)c1ccccc1)C(C)C. RXN SMILES: [Br:1][c:2]1[c:3]([CH2:8][CH2:9][C:10](=[O:11])[N:12]([NH:13][C:14]([c:15]2[cH:16][cH:17][cH:18][cH:19][cH:20]2)=[O:21])[CH:22]([CH3:23])[CH3:24])[cH:4][cH:5][cH:6][cH:7]1.[C:25](=[O:26])([O-:27])[O-:28].[CH3:45][O:46][CH2:47][CH2:48][O:49][CH3:50].[CH:31]([CH3:32])([CH3:33])[c:34]1[cH:35][cH:36][c:37]([O:43][CH3:44])[c:38]([B:40]([OH:41])[OH:42])[cH:39]1.[Na+:29].[Na+:30]>>[c:2]1(-[c:38]2[c:37]([O:43][CH3:44])[cH:36][cH:35][c:34]([CH:31]([CH3:32])[CH3:33])[cH:39]2)[c:3]([CH2:8][CH2:9][C:10](=[O:11])[N:12]([NH:13][C:14]([c:15]2[cH:16][cH:17][cH:18][cH:19][cH:20]2)=[O:21])[CH:22]([CH3:23])[CH3:24])[cH:4][cH:5][cH:6][cH:7]1. The reactants are FC1=CC=C2C(=NNC2=C1)C(=O)O (6-fluoro-1H-indazole-3-carboxylic acid), BrBr (bromine). Run in C(C)(=O)O (acetic acid). Conditions: temperature 90 celsius, time 16 hour. Product: BrC=1C=C2C(=NNC2=CC1F)C(=O)O (5-Bromo-6-fluoro-1H-indazole-3-carboxylic acid). Isolated yield 46.9%. Reaction SMILES: [F:1][C:2]1[CH:10]=[C:9]2[C:5]([C:6]([C:11]([OH:13])=[O:12])=[N:7][NH:8]2)=[CH:4][CH:3]=1.[Br:14]Br>C(O)(=O)C>[Br:14][C:3]1[CH:4]=[C:5]2[C:9](=[CH:10][C:2]=1[F:1])[NH:8][N:7]=[C:6]2[C:11]([OH:13])=[O:12]. Procedure: A mixture of 6-fluoro-1H-indazole-3-carboxylic acid (4.95 g, 23.8 mmol) and acetic acid (50 mL) was treated with bromine (2.0 mL, 38 mmol) dropwise at room temperature. The reaction mixture was heated to 90° C. and stirred for 16 hours under an atmosphere of nitrogen. The reaction mixture was then exposed to the atmosphere and stirred at 95° C. for 72 hours. The resulting solids were collected while the reaction mixture was still hot and rinsed with diethyl ether two times. The solids were dried... The reactants are NC1C(CN(CC1CC)CC1=CC=CC=C1)(C)CC (4-amino-1-benzyl-3,5-diethyl-3-methylpiperidine). Reagents/catalysts: [OH-].[OH-].[Pd+2] (Pd(OH)2 on carbon). Solvent: CO (methanol), [H][H] (hydrogen). The product is NC1C(CNCC1CC)(C)CC (4-amino-3,5-diethyl-3-methyl-piperidine). As a reaction SMILES: [NH2:1][CH:2]1[CH:7]([CH2:8][CH3:9])[CH2:6][N:5](CC2C=CC=CC=2)[CH2:4][C:3]1([CH2:18][CH3:19])[CH3:17]>CO.[H][H].[OH-].[OH-].[Pd+2]>[NH2:1][CH:2]1[CH:7]([CH2:8][CH3:9])[CH2:6][NH:5][CH2:4][C:3]1([CH2:18][CH3:19])[CH3:17] |f:3.4.5|. Procedure details: A mixture of 20% Pd(OH)2 on carbon (0.3 g) and 4-amino-1-benzyl-3,5-diethyl-3-methylpiperidine (2.1 g, 8.07 mmol) in methanol (50 ml) was stirred in hydrogen atmosphere (4 atm.) at 45° C. for 4 hr. The catalyst was filtered off, washed with methanol and filtrate was concentrated to dryness to afford 4-amino-3,5-diethyl-3-methyl-piperidine as an oil. Yield 1.2 g (88%), C10H22N2, m/z 171 (M+1).